From a dataset of the Open Reaction Database (ORD), a public repository of structured organic reaction records. describe an organic reaction: reactants, conditions, products, and yield The reactants are C1CCOC1, [Li]CCCC, COB(OC)OC, CC(=O)O, Cl, CCCC1CCC(C2CCc3ccc(F)c(F)c3C2)CC1, O, OO. Yields the product CCCC1CCC(C2CCc3cc(O)c(F)c(F)c3C2)CC1. RXN SMILES: [CH2:37]1[O:38][CH2:39][CH2:40][CH2:41]1.[CH3:22][CH2:23][CH2:24][CH2:25][Li:26].[CH3:27][O:28][B:29]([O:30][CH3:31])[O:32][CH3:33].[CH3:43][C:44](=[O:45])[OH:46].[ClH:36].[F:1][c:2]1[cH:3][cH:4][c:5]2[c:10]([c:11]1[F:12])[CH2:9][CH:8]([CH:13]1[CH2:14][CH2:15][CH:16]([CH2:19][CH2:20][CH3:21])[CH2:17][CH2:18]1)[CH2:7][CH2:6]2.[OH2:42].[OH:34][OH:35]>>[F:1][c:2]1[c:3]([OH:28])[cH:4][c:5]2[c:10]([c:11]1[F:12])[CH2:9][CH:8]([CH:13]1[CH2:14][CH2:15][CH:16]([CH2:19][CH2:20][CH3:21])[CH2:17][CH2:18]1)[CH2:7][CH2:6]2. Reactants: CC#N, Cl, COC(CF)(OC)c1cccc(Nc2sc(-c3c(F)cc(C(C)(C)O)cc3F)cc2C(N)=O)n1. Yields the product CC(C)(O)c1cc(F)c(-c2cc(C(N)=O)c(Nc3cccc(C(=O)CF)n3)s2)c(F)c1. RXN SMILES: [CH3:36][C:37]#[N:38].[ClH:35].[F:1][c:2]1[c:3](-[c:13]2[cH:14][c:15]([C:32](=[O:33])[NH2:34])[c:16]([NH:18][c:19]3[n:20][c:21]([C:25]([CH2:26][F:27])([O:28][CH3:31])[O:29][CH3:30])[cH:22][cH:23][cH:24]3)[s:17]2)[c:4]([F:12])[cH:5][c:6]([C:8]([CH3:9])([CH3:10])[OH:11])[cH:7]1>>[F:1][c:2]1[c:3](-[c:13]2[cH:14][c:15]([C:32](=[O:33])[NH2:34])[c:16]([NH:18][c:19]3[n:20][c:21]([C:25]([CH2:26][F:27])=[O:28])[cH:22][cH:23][cH:24]3)[s:17]2)[c:4]([F:12])[cH:5][c:6]([C:8]([CH3:9])([CH3:10])[OH:11])[cH:7]1. The reactants are C(=O)(O)[O-].[Na+] (NaHCO3), COC=1C=C(N)C=CC1C (3-methoxy-4-methylaniline), C(C(C)(C)C)(=O)Cl (pivaloyl chloride). Run in C(Cl)Cl (methylene chloride). Conditions: time 12 hour. Yields the product COC=1C=C(NC(C(C)(C)C)=O)C=CC1C (3-Methoxy-4-methyl-N-pivaloylaniline). Reaction SMILES: [CH3:1][O:2][C:3]1[CH:4]=[C:5]([CH:7]=[CH:8][C:9]=1[CH3:10])[NH2:6].C([O-])(O)=O.[Na+].[C:16](Cl)(=[O:21])[C:17]([CH3:20])([CH3:19])[CH3:18]>C(Cl)Cl>[CH3:1][O:2][C:3]1[CH:4]=[C:5]([CH:7]=[CH:8][C:9]=1[CH3:10])[NH:6][C:16](=[O:21])[C:17]([CH3:20])([CH3:19])[CH3:18] |f:1.2|. Procedure details: 5.1 g (37 mmol) of 3-methoxy-4-methylaniline are dissolved in 70 ml of methylene chloride, and treated with 70 ml of satd. NaHCO3 solution and with 4.6 ml (37 mmol) of pivaloyl chloride. After stirring vigorously for 12 hours, the organic phase is separated off, washed with 1N hydrochloric acid and water, dried over magnesium sulphate and concentrated in vacuo. The product is obtained in crystalline form and is further processed without further purification. Reactants: C([O-])(O)=O.[K+] (potassium bicarbonate), NC=1C=CC=C2CCN(CC12)C (8-Amino-2-methyl-1,2,3,4-tetrahydroisoquinoline), C1(=CC=C(C=C1)S(=O)(=O)[O-])C.[N+](=O)([O-])C=1C=CC=C2C=C[N+](=CC12)C (8-nitro-2-methyl-isoquinolinium p-toluenesulfonate), COC=1C=C(C(=O)Cl)C=C(C1OC)OC (3,4,5-trimethoxybenzoyl chloride), 5-nitro, C1NCCC2=CC=CC=C12 (tetrahydroisoquinoline). Run in C1=CC=CC=C1 (benzene), C([O-])([O-])=O.[Na+].[Na+] (sodium carbonate), C1=CC=CC=C1 (benzene). Yields the product COC=1C=C(C(=O)NC=2C=CC=C3CCN(CC23)C)C=C(C1OC)OC (8-(3,4,5-Trimethoxybenzamido)-2-methyl-1,2,3,4-tetrahydroisoquinoline). Reaction SMILES: [NH2:1][C:2]1[CH:3]=[CH:4][CH:5]=[C:6]2[C:11]=1[CH2:10][N:9]([CH3:12])[CH2:8][CH2:7]2.C1(C)C=CC(S([O-])(=O)=O)=CC=1.[N+](C1C=CC=C2C=1C=[N+](C)C=C2)([O-])=O.C(=O)(O)[O-].[K+].[CH3:43][O:44][C:45]1[CH:46]=[C:47]([CH:51]=[C:52]([O:56][CH3:57])[C:53]=1[O:54][CH3:55])[C:48](Cl)=[O:49].C1C2C(=CC=CC=2)CCN1>C1C=CC=CC=1.C(=O)([O-])[O-].[Na+].[Na+]>[CH3:57][O:56][C:52]1[CH:51]=[C:47]([CH:46]=[C:45]([O:44][CH3:43])[C:53]=1[O:54][CH3:55])[C:48]([NH:1][C:2]1[CH:3]=[CH:4][CH:5]=[C:6]2[C:11]=1[CH2:10][N:9]([CH3:12])[CH2:8][CH2:7]2)=[O:49] |f:1.2,3.4,8.9.10|. Procedure details: 8-Amino-2-methyl-1,2,3,4-tetrahydroisoquinoline (2 g) prepared from 8-nitro-2-methyl-isoquinolinium p-toluenesulfonate as described for the 5-nitro isomer in Example 4 was dissolved in dry benzene (100 ml) and 0.5 g of dry potassium bicarbonate was added. A 0.1 mole excess of 3,4,5-trimethoxybenzoyl chloride was dissolved in dry benzene (50 ml) and this solution was added to the solution of the tetrahydroisoquinoline. The solutions clouded on mixing and were then refluxed for 12 hours. After ref...